Dataset: the Open Reaction Database (ORD), a public repository of structured organic reaction records. Task: describe an organic reaction: reactants, conditions, products, and yield Reactants: C(=O)([O-])[O-].[K+].[K+] (K2CO3), C(C)(C)(C)OC(=O)NCC(CC(=O)OCC)=O (ethyl 4-((tert-butoxycarbonyl)amino)-3-oxobutanoate), C(C)(C)(C)OC(=O)NC(C)C=1NC(=CC1C(=O)OCC)C1=C2N=C(C(=NC2=CC=C1)C)NCC(F)(F)F (ethyl 2-(1-((tert-butoxycarbonyl)amino)ethyl)-5-(2-methyl-3-((2,2,2-trifluoroethyl)amino)quinoxalin-5-yl)-1H-pyrrole-3-carboxylate), BrCC(=O)C1=C2N=C(C(=NC2=CC=C1F)C)NC(C)(C)C (2-bromo-1-(3-(tert-butylamino)-6-fluoro-2-methylquinoxalin-5-yl)ethanone). Run in CCO (EtOH), CN(C)C=O (DMF). Run at time 6 hour. The product is compound, C(C)(C)(C)OC(=O)NCC(C(C(=O)OCC)CC(=O)C1=C2N=C(C(=NC2=CC=C1F)C)NC(C)(C)C)=O (ethyl 4-((tert-butoxycarbonyl)amino)-2-(2-(3-(tert-butylamino)-6-fluoro-2-methylquinoxalin-5-yl)-2-oxoethyl)-3-oxobutanoate). The yield is 54.0%. Reaction SMILES: C(OC(NC(C1NC(C2C=CC=C3C=2N=C(NCC(F)(F)F)C(C)=N3)=CC=1C(OCC)=O)C)=O)(C)(C)C.Br[CH2:39][C:40]([C:42]1[C:51]([F:52])=[CH:50][CH:49]=[C:48]2[C:43]=1[N:44]=[C:45]([NH:54][C:55]([CH3:58])([CH3:57])[CH3:56])[C:46]([CH3:53])=[N:47]2)=[O:41].[C:59]([O:63][C:64]([NH:66][CH2:67][C:68](=[O:75])[CH2:69][C:70]([O:72][CH2:73][CH3:74])=[O:71])=[O:65])([CH3:62])([CH3:61])[CH3:60].C([O-])([O-])=O.[K+].[K+]>CN(C=O)C.CCO>[C:59]([O:63][C:64]([NH:66][CH2:67][C:68](=[O:75])[CH:69]([CH2:39][C:40]([C:42]1[C:51]([F:52])=[CH:50][CH:49]=[C:48]2[C:43]=1[N:44]=[C:45]([NH:54][C:55]([CH3:58])([CH3:57])[CH3:56])[C:46]([CH3:53])=[N:47]2)=[O:41])[C:70]([O:72][CH2:73][CH3:74])=[O:71])=[O:65])([CH3:61])([CH3:62])[CH3:60] |f:3.4.5|. Reported procedure: This compound (873 mg, 34% yield) as a yellow foam was prepared according to the procedure described for intermediate 293b, using 2-bromo-1-(3-(tert-butylamino)-6-fluoro-2-methylquinoxalin-5-yl)ethanone (605) (1.81 g, 5.11 mmol), ethyl 4-((tert-butoxycarbonyl)amino)-3-oxobutanoate (601) (1.50 g, 6.13 mmol) and K2CO3 (1.77 g, 12.77 mmol) in DMF (17 mL) was stirred at RT for 6 h, followed by the subsequent treatment of the resulting ethyl 4-((tert-butoxycarbonyl)amino)-2-(2-(3-(tert-butylamino)-6-...